Dataset: the Open Reaction Database (ORD), a public repository of structured organic reaction records. Task: describe an organic reaction: reactants, conditions, products, and yield Reactants: ClN1C(CCC1=O)=O (N-chlorosuccinimide), N1=C(C=CC2=CC=CC=C12)/C=C/C=1C=C(CO)C=CC1 (3-[2(E)-(quinolin-2-yl)ethenyl]benzyl alcohol), C1(=CC=CC=C1)P(C1=CC=CC=C1)C1=CC=CC=C1 (triphenylphosphine). The solvent is ClCCl (dichloromethane). Reaction conditions: time 2 hour. The product is N1=C(C=CC2=CC=CC=C12)/C=C/C=1C=C(CCl)C=CC1 (3-[2(E)-(Quinolin-2-yl)ethenyl]benzyl Chloride). As a reaction SMILES: [Cl:1]N1C(=O)CCC1=O.[N:9]1[C:18]2[C:13](=[CH:14][CH:15]=[CH:16][CH:17]=2)[CH:12]=[CH:11][C:10]=1/[CH:19]=[CH:20]/[C:21]1[CH:22]=[C:23]([CH:26]=[CH:27][CH:28]=1)[CH2:24]O.C1(P(C2C=CC=CC=2)C2C=CC=CC=2)C=CC=CC=1>ClCCl>[N:9]1[C:18]2[C:13](=[CH:14][CH:15]=[CH:16][CH:17]=2)[CH:12]=[CH:11][C:10]=1/[CH:19]=[CH:20]/[C:21]1[CH:22]=[C:23]([CH:26]=[CH:27][CH:28]=1)[CH2:24][Cl:1]. Reported procedure: Solid N-chlorosuccinimide (0.76 g 5.72 mmol) is added in portions over 5 minutes to a stirred solution of 3-[2(E)-(quinolin-2-yl)ethenyl]benzyl alcohol (1.14 g, 4.58 mmol) and triphenylphosphine (1.50 g, 5.72 mmol) in dichloromethane (100 ml) at 0°-5° C. The mixture is stirred for a further 2 hours at 0°-5° C. then evaporated and the residue chromatographed on silica in ethyl acetate-hexane (1:3).